This data is from the Open Reaction Database (ORD), a public repository of structured organic reaction records. The task is: describe an organic reaction: reactants, conditions, products, and yield Product: IC1=CC(=C(C=C1)N=C=S)C (4-iodo-2-methylphenyl isothiocyanate). The solvent is O (water), C(Cl)(Cl)Cl (chloroform), C(Cl)(Cl)Cl (chloroform). RXN SMILES: [C:1](Cl)(Cl)=[S:2].C(=O)([O-])[O-].[K+].[K+].[I:11][C:12]1[CH:18]=[CH:17][C:15]([NH2:16])=[C:14]([CH3:19])[CH:13]=1>O.C(Cl)(Cl)Cl>[I:11][C:12]1[CH:18]=[CH:17][C:15]([N:16]=[C:1]=[S:2])=[C:14]([CH3:19])[CH:13]=1 |f:1.2.3|. The reactants are C(=S)(Cl)Cl (thiophosgene), C([O-])([O-])=O.[K+].[K+] (potassium carbonate), IC1=CC(=C(N)C=C1)C (4-iodo-2-methylaniline), C([O-])([O-])=O.[K+].[K+] (potassium carbonate), C(=S)(Cl)Cl (thiophosgene). Isolated yield 95.5%. Reaction conditions: time 18 hour. Procedure details: To a stirred mixture of 9.9 g (0.086 mole) of thiophosgene, 5.0 g (0.036 mole) of potassium carbonate in 55 ml of water and 100 ml of chloroform was added a solution of 20.0 g (0.0862 mole) of 4-iodo-2-methylaniline in 50 ml of chloroform. Additional potassium carbonate was added to make the reaction mixture basic. An additional 9.9 g of thiophosgene was added, and the reaction mixture was stirred at room temperature for approximately 18 hours. The mixture was partitioned between water (100 ml) ... Reactants: OC1COC1 (3-hydroxyoxetane), C1(=CC=C(C=C1)S(=O)(=O)Cl)C (p-toluenesulfonyl chloride), [OH-].[Na+] (sodium hydroxide). Run in O (water), O (water). Reaction conditions: time 1 hour. The product is S(=O)(=O)(OC=1COC1)C1=CC=C(C)C=C1 (3-oxetyl tosylate). The yield is 94.0%. RXN SMILES: [OH:1][CH:2]1[CH2:5][O:4][CH2:3]1.[C:6]1([CH3:16])[CH:11]=[CH:10][C:9]([S:12](Cl)(=[O:14])=[O:13])=[CH:8][CH:7]=1.[OH-].[Na+]>O>[S:12]([C:9]1[CH:10]=[CH:11][C:6]([CH3:16])=[CH:7][CH:8]=1)([O:1][C:2]1[CH2:3][O:4][CH:5]=1)(=[O:14])=[O:13] |f:2.3|. Reported procedure: To a stirred suspension of 315 g of 3-hydroxyoxetane (3.4 Moles) and 743 g (3.9 moles) of technical grade p-toluenesulfonyl chloride in 600 mL of water, was added dropwise, over a period of 25 minutes a solution of 218 g (5.45 moles) of sodium hydroxide in 225 mL of water. The reaction was exothermic and ice bath cooling was used to keep the reaction temperature below 70° C. When the exothermic reaction subsided (10 minutes), the cooling bath was removed and the reaction temperatures was allowed... The product is COc1ccc(C(=O)N(C)c2ccc(CO)cc2)cc1. As a reaction SMILES: [BH3:6].[CH2:1]1[O:2][CH2:3][CH2:4][CH2:5]1.[CH3:7][O:8][c:9]1[cH:10][cH:11][c:12]([C:13](=[O:14])[N:15]([CH3:16])[c:17]2[cH:18][cH:19][c:20]([C:21](=[O:22])[OH:23])[cH:24][cH:25]2)[cH:26][cH:27]1.[ClH:28].[OH2:29]>>[CH3:7][O:8][c:9]1[cH:10][cH:11][c:12]([C:13](=[O:14])[N:15]([CH3:16])[c:17]2[cH:18][cH:19][c:20]([CH2:21][OH:22])[cH:24][cH:25]2)[cH:26][cH:27]1. Reactants: B, C1CCOC1, COc1ccc(C(=O)N(C)c2ccc(C(=O)O)cc2)cc1, Cl, O. Starting materials: CN1Cc2c(C(N)=O)ncn2-c2ccccc2C1=O, Cc1ccccc1, [Na+], [OH-], O. Product: CN1Cc2c(C#N)ncn2-c2ccccc2C1=O. As a reaction SMILES: [CH3:1][N:2]1[CH2:3][c:4]2[n:5]([cH:14][n:15][c:16]2[C:17](=[O:18])[NH2:19])-[c:6]2[c:7]([cH:10][cH:11][cH:12][cH:13]2)[C:8]1=[O:9].[CH3:23][c:24]1[cH:25][cH:26][cH:27][cH:28][cH:29]1.[Na+:22].[OH-:21].[OH2:20]>>[CH3:1][N:2]1[CH2:3][c:4]2[n:5]([cH:14][n:15][c:16]2[C:17]#[N:19])-[c:6]2[c:7]([cH:10][cH:11][cH:12][cH:13]2)[C:8]1=[O:9]. Starting materials: C(=O)[O-].[NH4+] (Ammonium formate), C(C1=CC=CC=C1)N1CCC2(CC1)CN(C1=CC=CC(=C12)CNC(C)C)C=1C2=C(N=CN1)CC[C@H]2CC ((R)—N-((1′-benzyl-1-(5-ethyl-6,7-dihydro-5H-cyclopenta[d]pyrimidin-4-yl)spiro[indoline-3,4′-piperidine]-4-yl)methyl)propan-2-amine). The reagents and catalysts are [Pd] (Pd/C). The solvent is CO (methanol). Run at time 2 hour. Product: C(C)[C@@H]1CCC=2N=CN=C(C21)N2CC1(CCNCC1)C1=C(C=CC=C21)CNC(C)C ((R)—N-((1-(5-ethyl-6,7-dihydro-5H-cyclopenta[d]pyrimidin-4-yl)spiro[indoline-3,4′-piperidine]-4-yl)methyl)propan-2-amine). As a reaction SMILES: C([O-])=O.[NH4+].C([N:12]1[CH2:17][CH2:16][C:15]2([C:25]3[C:20](=[CH:21][CH:22]=[CH:23][C:24]=3[CH2:26][NH:27][CH:28]([CH3:30])[CH3:29])[N:19]([C:31]3[C:32]4[C@H:39]([CH2:40][CH3:41])[CH2:38][CH2:37][C:33]=4[N:34]=[CH:35][N:36]=3)[CH2:18]2)[CH2:14][CH2:13]1)C1C=CC=CC=1>CO.[Pd]>[CH2:40]([C@H:39]1[C:32]2[C:31]([N:19]3[C:20]4[C:25](=[C:24]([CH2:26][NH:27][CH:28]([CH3:29])[CH3:30])[CH:23]=[CH:22][CH:21]=4)[C:15]4([CH2:16][CH2:17][NH:12][CH2:13][CH2:14]4)[CH2:18]3)=[N:36][CH:35]=[N:34][C:33]=2[CH2:37][CH2:38]1)[CH3:41] |f:0.1|. Procedure: Ammonium formate (21.5 mg, 0.341 mmol) was added to a mixture of (R)—N-((1′-benzyl-1-(5-ethyl-6,7-dihydro-5H-cyclopenta[d]pyrimidin-4-yl)spiro[indoline-3,4′-piperidine]-4-yl)methyl)propan-2-amine (16.9 mg, 0.0341 mmol) and 10% Pd/C (10 mg) in methanol (1 mL) and refluxed. LCMS suggested debenzylation was complete after 2 hours. The reaction was concentrated and partitioned between DCM and saturated NaHCO3 solution. The aqueous portion was extracted a second time, and the combined organics were d... The product is ClC=1C=C(C2=C(N1)N(N=C2)C(C)C)C(=O)O (6-Chloro-1-(1-methylethyl)-1H-pyrazolo[3,4-b]pyridine-4-carboxylic acid). As a reaction SMILES: [CH3:1][CH:2]([N:4]1[C:8]2[NH:9][C:10](=O)[CH:11]=[C:12]([C:13]([OH:15])=[O:14])[C:7]=2[CH:6]=[N:5]1)[CH3:3].P(Cl)(Cl)([Cl:19])=O>>[Cl:19][C:10]1[CH:11]=[C:12]([C:13]([OH:15])=[O:14])[C:7]2[CH:6]=[N:5][N:4]([CH:2]([CH3:3])[CH3:1])[C:8]=2[N:9]=1. Conditions: temperature 105 celsius, time 30 minute. The reactants are CC(C)N1N=CC2=C1NC(C=C2C(=O)O)=O (1-(1-methylethyl)-6-oxo-6,7-dihydro-1H-pyrazolo[3,4-b]pyridine-4-carboxylic acid), P(=O)(Cl)(Cl)Cl (phosphorous oxychloride). Reported procedure: To a 75 mL pressure vessel was added 1-(1-methylethyl)-6-oxo-6,7-dihydro-1H-pyrazolo[3,4-b]pyridine-4-carboxylic acid (4.12 g, 18.62 mmol), followed by phosphorous oxychloride (26.0 ml, 279 mmol). The flask was sealed and the stirring mixture heated at ca. 105° C. for ca. 18 h. After cooling to room temperature, the contents were concentrated in vacuo to remove most of volatiles. The residual contents were poured into a mixture of ice and 3M NaOH (60 mL), followed by additional 3M NaOH to ensure...